The task is: describe an organic reaction: reactants, conditions, products, and yield. This data is from the Open Reaction Database (ORD), a public repository of structured organic reaction records. Starting materials: NCCC(C)C (amino 3-methylbutane), FC1=C(C=CC=C1)[N+](=O)[O-] (2-fluoronitrobenzene). The solvent is C1CCOC1 (THF), C1CCOC1 (THF). Reaction conditions: time 3 hour. The product is CC(CCNC1=C(C=CC=C1)[N+](=O)[O-])C (1-(3-methyl-l-butyl) amino-2-nitrobenzene). Isolated yield 59.8%. RXN SMILES: [NH2:1][CH2:2][CH2:3][CH:4]([CH3:6])[CH3:5].F[C:8]1[CH:13]=[CH:12][CH:11]=[CH:10][C:9]=1[N+:14]([O-:16])=[O:15]>C1COCC1>[CH3:5][CH:4]([CH3:6])[CH2:3][CH2:2][NH:1][C:8]1[CH:13]=[CH:12][CH:11]=[CH:10][C:9]=1[N+:14]([O-:16])=[O:15]. Reported procedure: A solution of amino 3-methylbutane (1.5 g) in THF (20 ml) was dropped into a solution of 2-fluoronitrobenzene (2.4 g) in THF (20 ml), at 23° under a nitrogen atmosphere. The mixture was stirred at 23° for 3 h, then heated at reflux for 1.5 h. The mixture was allowed to cool to 23°, then concentrated under vacuum to give a crude compound which was purified by flash chromatography on silica gel using CH-EA 9/1 as eluants to give the title compound as a yellow oil (2.12 g). T.l.c. CH-EA (8/2), Rf 0... The reactants are [OH-].[Na+] (sodium hydroxide), SCC(=O)NC=1C=C(C(=O)NCC(=O)O)C=CC1 (N-[3-(mercaptoacetylamino)benzoyl]glycine). Run in O1CCCC1 (tetrahydrofuran). Conditions: time 2 hour. The product is [Na+].SCC(=O)NC=1C=C(C(=O)NCC(=O)[O-])C=CC1 (N-[3-(mercaptoacetylamino)benzoyl]glycine sodium salt). Isolated yield 88.3%. As a reaction SMILES: [OH-].[Na+:2].[SH:3][CH2:4][C:5]([NH:7][C:8]1[CH:9]=[C:10]([CH:18]=[CH:19][CH:20]=1)[C:11]([NH:13][CH2:14][C:15]([OH:17])=[O:16])=[O:12])=[O:6]>O1CCCC1>[Na+:2].[SH:3][CH2:4][C:5]([NH:7][C:8]1[CH:9]=[C:10]([CH:18]=[CH:19][CH:20]=1)[C:11]([NH:13][CH2:14][C:15]([O-:17])=[O:16])=[O:12])=[O:6] |f:0.1,4.5|. Procedure details: An aqueous solution of 10% sodium hydroxide (65 ml., 0.1625 mole) is slowly added to a suspension of N-[3-(mercaptoacetylamino)benzoyl]glycine (43 g., 0.16 mole) in 230 ml. of tetrahydrofuran with cooling at 10°-20° C. The mixture is warmed to about 20°-25° C. and filtered from a trace of solid. Diluting the filtrate with 480 ml. of tetrahydrofuran promotes the formation of a suspension which is stirred for 2 hr. and collected. The collected material is washed with tetrahydrofuran and air dried ... The reactants are [Br-], C1CCOC1, C[Mg+], Nc1ccc(-c2cccc(Cl)c2)cc1C(=O)C1CC1. Yields the product CC(O)(c1cc(-c2cccc(Cl)c2)ccc1N)C1CC1. Reaction SMILES: [Br-:20].[CH2:23]1[O:24][CH2:25][CH2:26][CH2:27]1.[CH3:21][Mg+:22].[NH2:1][c:2]1[c:3]([C:15](=[O:16])[CH:17]2[CH2:18][CH2:19]2)[cH:4][c:5](-[c:8]2[cH:9][c:10]([Cl:14])[cH:11][cH:12][cH:13]2)[cH:6][cH:7]1>>[NH2:1][c:2]1[c:3]([C:15]([OH:16])([CH:17]2[CH2:18][CH2:19]2)[CH3:21])[cH:4][c:5](-[c:8]2[cH:9][c:10]([Cl:14])[cH:11][cH:12][cH:13]2)[cH:6][cH:7]1.